This data is from the Open Reaction Database (ORD), a public repository of structured organic reaction records. The task is: describe an organic reaction: reactants, conditions, products, and yield Solvent: ClCCl (dichloromethane). Yields the product Cl.BrC1=CC=C(OC2=CC=C(C=C2)S(=O)(=O)N([C@H](C(C)C)C(=O)O)CC=2C=NC=CC2)C=C1 (N-[4-(4-bromophenoxy)benzenesulfonyl]-N-(pyridin-3-yl)methyl-D-valine hydrochloride). Procedure: Dry hydrogen chloride was bubbled through a −20° C. solution of N-[4-(4-bromophenoxy)benzenesulfonyl]-N-(pyridin-3-yl)methyl-D-valine t-butyl ester (920 mg, 1.6 mol) in 20 mL of dichloromethane for 10 min, and the reaction was sealed and stirred at room temperature overnight. The reaction was vented, nitrogen was bubbled through the solution for 20 min, and the solution was concentrated to give N-[4-(4-bromophenoxy)benzenesulfonyl]-N-(pyridin-3-yl)methyl-D-valine hydrochloride that was used with... Starting materials: Cl (hydrogen chloride), C(C)(C)(C)OC([C@H](N(CC=1C=NC=CC1)S(=O)(=O)C1=CC=C(C=C1)OC1=CC=C(C=C1)Br)C(C)C)=O (N-[4-(4-bromophenoxy)benzenesulfonyl]-N-(pyridin-3-yl)methyl-D-valine t-butyl ester). RXN SMILES: [ClH:1].C([O:6][C:7](=[O:37])[C@@H:8]([CH:34]([CH3:36])[CH3:35])[N:9]([S:17]([C:20]1[CH:25]=[CH:24][C:23]([O:26][C:27]2[CH:32]=[CH:31][C:30]([Br:33])=[CH:29][CH:28]=2)=[CH:22][CH:21]=1)(=[O:19])=[O:18])[CH2:10][C:11]1[CH:12]=[N:13][CH:14]=[CH:15][CH:16]=1)(C)(C)C>ClCCl>[ClH:1].[Br:33][C:30]1[CH:29]=[CH:28][C:27]([O:26][C:23]2[CH:22]=[CH:21][C:20]([S:17]([N:9]([CH2:10][C:11]3[CH:12]=[N:13][CH:14]=[CH:15][CH:16]=3)[C@@H:8]([C:7]([OH:37])=[O:6])[CH:34]([CH3:36])[CH3:35])(=[O:19])=[O:18])=[CH:25][CH:24]=2)=[CH:32][CH:31]=1 |f:3.4|. Conditions: time 8 hour. The reactants are ClCCl, ClCCCl, CN(C)c1ccccn1, Cl, COC(=O)c1ccc(N)cc1, O=C(O)c1cc(Cl)ccc1NS(=O)(=O)c1ccccc1. Yields the product COC(=O)c1ccc(NC(=O)c2cc(Cl)ccc2NS(=O)(=O)c2ccccc2)cc1. RXN SMILES: [CH2:42]([Cl:43])[Cl:44].[CH2:45]([Cl:46])[CH2:47][Cl:48].[CH3:32][N:33]([c:34]1[cH:35][cH:36][cH:37][cH:38][n:39]1)[CH3:40].[ClH:41].[NH2:21][c:22]1[cH:23][cH:24][c:25]([C:26](=[O:27])[O:28][CH3:29])[cH:30][cH:31]1.[c:1]1([S:7](=[O:8])(=[O:9])[NH:10][c:11]2[c:12]([C:13](=[O:14])[OH:15])[cH:16][c:17]([Cl:20])[cH:18][cH:19]2)[cH:2][cH:3][cH:4][cH:5][cH:6]1>>[c:1]1([S:7](=[O:8])(=[O:9])[NH:10][c:11]2[c:12]([C:13](=[O:15])[NH:21][c:22]3[cH:23][cH:24][c:25]([C:26](=[O:27])[O:28][CH3:29])[cH:30][cH:31]3)[cH:16][c:17]([Cl:20])[cH:18][cH:19]2)[cH:2][cH:3][cH:4][cH:5][cH:6]1. The reactants are C(#N)C=1C=NN(C1C=O)C1=C(C=C(C=C1Cl)C(F)(F)F)Cl (4-cyano-5-formyl-1-(2,6-dichloro-4-trifluoromethylphenyl)-1H-pyrazole), C(CC(=O)O)(=O)O (malonic acid). The reagents and catalysts are N1CCCCC1 (piperidine). Solvent: N1=CC=CC=C1 (pyridine). The product is C(#N)C=1C=NN(C1C=CC(=O)O)C1=C(C=C(C=C1Cl)C(F)(F)F)Cl (3-[4-cyano-1-(2,6-dichloro-4-trifluoromethylphenyl)-1H-pyrazol-5-yl]acrylic acid). Yield: 56.7%. RXN SMILES: [C:1]([C:3]1[CH:4]=[N:5][N:6]([C:10]2[C:15]([Cl:16])=[CH:14][C:13]([C:17]([F:20])([F:19])[F:18])=[CH:12][C:11]=2[Cl:21])[C:7]=1C=O)#[N:2].[C:22](O)(=O)[CH2:23][C:24]([OH:26])=[O:25]>N1CCCCC1.N1C=CC=CC=1>[C:1]([C:3]1[CH:4]=[N:5][N:6]([C:10]2[C:11]([Cl:21])=[CH:12][C:13]([C:17]([F:20])([F:19])[F:18])=[CH:14][C:15]=2[Cl:16])[C:7]=1[CH:22]=[CH:23][C:24]([OH:26])=[O:25])#[N:2]. Reported procedure: By the method of Example 5, Step H, 1.5 g (0.0045 mole) of 4-cyano-5-formyl-1-(2,6-dichloro-4-trifluoromethylphenyl)-1H-pyrazole and 1.0 g (0.0096 mole) of malonic acid were reacted in the presence of 5 mL of pyridine and 10 drops of piperidine, yielding 0.96 g of 3-[4-cyano-1-(2,6-dichloro-4-trifluoromethylphenyl)-1H-pyrazol-5-yl]acrylic acid. The nmr spectrum of this solid was consistent with the proposed structure. The reactants are solution, Cl (hydrochloric acid), ClC1=CC=C(C=C1)C1=NN(C(N1\C=C\C(F)(F)F)=O)CC(=O)OC (Methyl {3-(4-chlorophenyl)-5-oxo-4-[(1E)-3,3,3-trifluoroprop-1-en-1-yl]-4,5-dihydro-1H-1,2,4-triazol-1-yl}acetate), [OH-].[Li+] (lithium hydroxide). Solvent: CS(=O)C (DMSO), CO (methanol), O (water). Conditions: time 1 hour. Product: ClC1=CC=C(C=C1)C1=NN(C(N1\C=C\C(F)(F)F)=O)CC(=O)O ({3-(4-Chlorophenyl)-5-oxo-4-[(1E)-3,3,3-trifluoroprop-1-en-1-yl]-4,5-dihydro-1H-1,2,4-triazol-1-yl}acetic acid). As a reaction SMILES: [Cl:1][C:2]1[CH:7]=[CH:6][C:5]([C:8]2[N:12](/[CH:13]=[CH:14]/[C:15]([F:18])([F:17])[F:16])[C:11](=[O:19])[N:10]([CH2:20][C:21]([O:23]C)=[O:22])[N:9]=2)=[CH:4][CH:3]=1.[OH-].[Li+].Cl>CO.O.CS(C)=O>[Cl:1][C:2]1[CH:7]=[CH:6][C:5]([C:8]2[N:12](/[CH:13]=[CH:14]/[C:15]([F:17])([F:16])[F:18])[C:11](=[O:19])[N:10]([CH2:20][C:21]([OH:23])=[O:22])[N:9]=2)=[CH:4][CH:3]=1 |f:1.2|. Procedure details: Of the compound from Example 76A, 260 mg (0.72 mmol) were dissolved in 5 ml of methanol and admixed with 2.87 ml (2.87 mmol) of a 1M solution of lithium hydroxide in water. The mixture was stirred at RT for 1 h, then acidified with 1N hydrochloric acid and diluted with DMSO. The entire solution was purified by preparative HPLC (Method 10). This gave 215 mg (86% of theory) of the title compound. Reported procedure: A solution of di-tert-butyl dicarbonate (7.5 g, 34.40 mmol) in THF (50 ml) was added (10 min) to a stirred solution of (R)-(+)-3-pyrrolidinol (2.5 g, 28.70 mmol) and triethylamine (6.0 g, 57.40 mmol) in THF (60 ml) at room temperature. The reaction mixture was stirred for another 18 h at room temperature. The solvent was evaporated under reduced pressure and the residue was diluted with EtOAc (200 ml) and washed with water (2×100 ml) and brine (100 ml). The EtOAc extract was dried (Na2SO4) and e... As a reaction SMILES: [C:1]([N:8]1[CH2:12][CH2:11][C@H:10](F)[CH2:9]1)([O:3][C:4]([CH3:7])([CH3:6])[CH3:5])=[O:2].C(N(S(F)(F)F)CC)C.C([O-])(O)=[O:24].[Na+]>ClC(Cl)C.O>[C:1]([N:8]1[CH2:12][CH2:11][C@@H:10]([OH:24])[CH2:9]1)([O:3][C:4]([CH3:7])([CH3:6])[CH3:5])=[O:2] |f:2.3|. Reactants: C(=O)(OC(C)(C)C)N1C[C@H](CC1)F ((3S)-N-BOC-3-Fluoropyrrolidine), C(C)N(CC)S(F)(F)F (diethylaminosulphur trifluoride), C(=O)(O)[O-].[Na+] (NaHCO3), solution, intermediate. Reaction conditions: time 14 hour. Product: C(=O)(OC(C)(C)C)N1C[C@@H](CC1)O ((3R)-N-BOC-3-Hydroxypyrrolidine). Solvent: O (water), ClC(C)Cl (dichloroethane). The reactants are Cn1c(CN(CCCCN2C(=O)c3ccccc3C2=O)C2CCCc3cccnc32)nc2ccccc21, CCO, NN, O. Yields the product Cn1c(CN(CCCCN)C2CCCc3cccnc32)nc2ccccc21. Reaction SMILES: [CH3:1][n:2]1[c:3]([CH2:11][N:12]([CH2:13][CH2:14][CH2:15][CH2:16][N:17]2[C:18](=[O:19])[c:20]3[c:21]([cH:22][cH:23][cH:24][cH:25]3)[C:26]2=[O:27])[CH:28]2[CH2:29][CH2:30][CH2:31][c:32]3[cH:33][cH:34][cH:35][n:36][c:37]32)[n:4][c:5]2[c:6]1[cH:7][cH:8][cH:9][cH:10]2.[CH3:41][CH2:42][OH:43].[NH2:39][NH2:40].[OH2:38]>>[CH3:1][n:2]1[c:3]([CH2:11][N:12]([CH2:13][CH2:14][CH2:15][CH2:16][NH2:17])[CH:28]2[CH2:29][CH2:30][CH2:31][c:32]3[cH:33][cH:34][cH:35][n:36][c:37]32)[n:4][c:5]2[c:6]1[cH:7][cH:8][cH:9][cH:10]2.